Dataset: the Open Reaction Database (ORD), a public repository of structured organic reaction records. Task: describe an organic reaction: reactants, conditions, products, and yield Reactants: C[Al](C)C, Cc1ccccc1, COC(=O)c1cc2nc(Nc3c(C)cccc3Cl)[nH]c2c2c1OC(C)(C)C2, Nc1ccc(F)c(F)c1F. The product is Cc1cccc(Cl)c1Nc1nc2cc(C(=O)Nc3ccc(F)c(F)c3F)c3c(c2[nH]1)CC(C)(C)O3. As a reaction SMILES: [CH3:38][Al:39]([CH3:40])[CH3:41].[CH3:42][c:43]1[cH:44][cH:45][cH:46][cH:47][cH:48]1.[Cl:1][c:2]1[c:3]([NH:9][c:10]2[nH:11][c:12]3[c:13]([n:14]2)[cH:15][c:16]([C:24]([O:26][CH3:25])=[O:27])[c:17]2[c:18]3[CH2:19][C:20]([CH3:22])([CH3:23])[O:21]2)[c:4]([CH3:8])[cH:5][cH:6][cH:7]1.[F:28][c:29]1[c:30]([NH2:31])[cH:32][cH:33][c:34]([F:37])[c:35]1[F:36]>>[Cl:1][c:2]1[c:3]([NH:9][c:10]2[nH:11][c:12]3[c:13]([n:14]2)[cH:15][c:16]([C:24](=[O:26])[NH:31][c:30]2[c:29]([F:28])[c:35]([F:36])[c:34]([F:37])[cH:33][cH:32]2)[c:17]2[c:18]3[CH2:19][C:20]([CH3:22])([CH3:23])[O:21]2)[c:4]([CH3:8])[cH:5][cH:6][cH:7]1. Reactants: CN(C)CCN, COCCOC, [O-][n+]1nc(Cl)nc2ccc3c(c21)CCC3. Product: CN(C)CCNc1nc2ccc3c(c2[n+]([O-])n1)CCC3. RXN SMILES: [CH3:1][N:2]([CH2:3][CH2:4][NH2:5])[CH3:6].[CH3:22][O:23][CH2:24][CH2:25][O:26][CH3:27].[Cl:7][c:8]1[n:9][n+:10]([O-:21])[c:11]2[c:12]([n:13]1)[cH:14][cH:15][c:16]1[c:20]2[CH2:19][CH2:18][CH2:17]1>>[CH3:1][N:2]([CH2:3][CH2:4][NH:5][c:8]1[n:9][n+:10]([O-:21])[c:11]2[c:12]([n:13]1)[cH:14][cH:15][c:16]1[c:20]2[CH2:19][CH2:18][CH2:17]1)[CH3:6].